From a dataset of the Open Reaction Database (ORD), a public repository of structured organic reaction records. describe an organic reaction: reactants, conditions, products, and yield Starting materials: [Cl-], N, [NH4+], N#C[Na], CC(=O)COC1CCCCO1. Product: CC(N)(C#N)COC1CCCCO1. RXN SMILES: [Cl-:12].[NH3:17].[NH4+:13].[Na:14][C:15]#[N:16].[O:1]1[CH:2]([O:7][CH2:8][C:9]([CH3:10])=[O:11])[CH2:3][CH2:4][CH2:5][CH2:6]1>>[O:1]1[CH:2]([O:7][CH2:8][C:9]([CH3:10])([NH2:13])[C:15]#[N:16])[CH2:3][CH2:4][CH2:5][CH2:6]1. The reactants are C1CCOC1, CCOC(=O)C1C2Cc3cc(OCc4cccc(-c5c(C)cccc5C)c4C)ccc3C21, CO, Cl, [Na+], [OH-], O. Yields the product Cc1cccc(C)c1-c1cccc(COc2ccc3c(c2)CC2C(C(=O)O)C32)c1C. RXN SMILES: [CH2:37]1[O:38][CH2:39][CH2:40][CH2:41]1.[CH3:3][c:4]1[c:5](-[c:27]2[c:28]([CH3:34])[cH:29][cH:30][cH:31][c:32]2[CH3:33])[cH:6][cH:7][cH:8][c:9]1[CH2:10][O:11][c:12]1[cH:13][c:14]2[c:18]([cH:19][cH:20]1)[CH:17]1[CH:16]([CH2:15]2)[CH:21]1[C:22](=[O:23])[O:24][CH2:25][CH3:26].[CH3:42][OH:43].[ClH:36].[Na+:2].[OH-:1].[OH2:35]>>[CH3:3][c:4]1[c:5](-[c:27]2[c:28]([CH3:34])[cH:29][cH:30][cH:31][c:32]2[CH3:33])[cH:6][cH:7][cH:8][c:9]1[CH2:10][O:11][c:12]1[cH:13][c:14]2[c:18]([cH:19][cH:20]1)[CH:17]1[CH:16]([CH2:15]2)[CH:21]1[C:22](=[O:23])[OH:24]. Starting materials: ClC=1C(=C(C=CC1)NC1=NC=NC2=CC(=C(C=C12)O[C@@H]1CC[C@@H](CC1)NC(=O)OC(C)(C)C)OC)F (4-[(3-chloro-2-fluoro-phenyl)amino]-6-[cis-4-(tert.-butoxycarbonyl-amino)-cyclohexyl-oxy]-7-methoxy-quinazoline), Cl (hydrochloric acid). The solvent is ClCCl (dichloromethane). The product is Cl.Cl.ClC=1C(=C(C=CC1)NC1=NC=NC2=CC(=C(C=C12)O[C@@H]1CC[C@@H](CC1)N)OC)F (4-[(3-Chloro-2-fluoro-phenyl)amino]-6-[cis-4-(amino)-cyclohexyl-oxy]-7-methoxy-quinazoline-dihydrochloride). As a reaction SMILES: [Cl:1][C:2]1[C:3]([F:36])=[C:4]([NH:8][C:9]2[C:18]3[C:13](=[CH:14][C:15]([O:34][CH3:35])=[C:16]([O:19][C@H:20]4[CH2:25][CH2:24][C@@H:23]([NH:26]C(OC(C)(C)C)=O)[CH2:22][CH2:21]4)[CH:17]=3)[N:12]=[CH:11][N:10]=2)[CH:5]=[CH:6][CH:7]=1.[ClH:37]>ClCCl>[ClH:1].[ClH:37].[Cl:1][C:2]1[C:3]([F:36])=[C:4]([NH:8][C:9]2[C:18]3[C:13](=[CH:14][C:15]([O:34][CH3:35])=[C:16]([O:19][C@H:20]4[CH2:21][CH2:22][C@@H:23]([NH2:26])[CH2:24][CH2:25]4)[CH:17]=3)[N:12]=[CH:11][N:10]=2)[CH:5]=[CH:6][CH:7]=1 |f:3.4.5|. Reported procedure: Prepared by treating 843 mg of the compound of Example 3 with 3.3 ml isopropanolic hydrochloric acid (5-6 M) in 8 ml dichloromethane at ambient temperature. Starting materials: CC(=O)Nc1ccc(O)cc1[N+](=O)[O-], O=C([O-])[O-], CCCCBr, CC(C)=O, [K+], [K+]. Product: CCCCOc1ccc(NC(C)=O)c([N+](=O)[O-])c1. As a reaction SMILES: [C:1]([CH3:2])(=[O:3])[NH:4][c:5]1[c:6]([N+:12](=[O:13])[O-:14])[cH:7][c:8]([OH:11])[cH:9][cH:10]1.[C:20](=[O:21])([O-:22])[O-:23].[CH2:15]([CH2:16][CH2:17][CH3:18])[Br:19].[CH3:26][C:27](=[O:28])[CH3:29].[K+:24].[K+:25]>>[C:1]([CH3:2])(=[O:3])[NH:4][c:5]1[c:6]([N+:12](=[O:13])[O-:14])[cH:7][c:8]([O:11][CH2:15][CH2:16][CH2:17][CH3:18])[cH:9][cH:10]1. Starting materials: CCN(CC)S(F)(F)F, ClCCl, OC1(c2nccs2)CCC2(CC1)OCCO2. Product: FC1(c2nccs2)CCC2(CC1)OCCO2. RXN SMILES: [CH2:17]([N:18]([S:19]([F:20])([F:21])[F:23])[CH2:22][CH3:24])[CH3:25].[CH2:26]([Cl:27])[Cl:28].[s:1]1[c:2]([C:6]2([OH:16])[CH2:7][CH2:8][C:9]3([O:10][CH2:11][CH2:12][O:13]3)[CH2:14][CH2:15]2)[n:3][cH:4][cH:5]1>>[s:1]1[c:2]([C:6]2([F:23])[CH2:7][CH2:8][C:9]3([O:10][CH2:11][CH2:12][O:13]3)[CH2:14][CH2:15]2)[n:3][cH:4][cH:5]1. Reactants: C(C)(=O)OCC(CS(=O)(=O)CCC(C)(C)NC(=O)OCC1=CC=CC=C1)OC(C)=O (3-(3-(benzyloxycarbonylamino)-3-methylbutylsulfonyl)propane-1,2-diyl diacetate). Reagents/catalysts: [Pd] (palladium on carbon). Solvent: CO (methanol). Conditions: time 1.5 hour. Yields the product C(C)(=O)OCC(CS(=O)(=O)CCC(C)(C)N)OC(C)=O (3-(3-Amino-3-methylbutylsulfonyl)propane-1,2-diyl diacetate). Reaction SMILES: [C:1]([O:4][CH2:5][CH:6]([O:27][C:28](=[O:30])[CH3:29])[CH2:7][S:8]([CH2:11][CH2:12][C:13]([NH:16]C(OCC1C=CC=CC=1)=O)([CH3:15])[CH3:14])(=[O:10])=[O:9])(=[O:3])[CH3:2]>CO.[Pd]>[C:1]([O:4][CH2:5][CH:6]([O:27][C:28](=[O:30])[CH3:29])[CH2:7][S:8]([CH2:11][CH2:12][C:13]([NH2:16])([CH3:15])[CH3:14])(=[O:9])=[O:10])(=[O:3])[CH3:2]. Procedure: To a solution of 3-(3-(benzyloxycarbonylamino)-3-methylbutylsulfonyl)propane-1,2-diyl diacetate (401.9 mg, 0.9062 mmol) in methanol (10 ml) was added palladium on carbon (10%, 45 mg). The solution was purged with nitrogen gas, and then the suspension was put under a blanket of hydrogen gas (1.3 atm). The suspension was stirred for 1.5 hours, filtered through a 0.45 um PTFE filter, and concentrated in vacuo. The residue was used without any further purification. LRMS (ESI/APCI) m/z 310 [M+H]+.